Dataset: the Open Reaction Database (ORD), a public repository of structured organic reaction records. Task: describe an organic reaction: reactants, conditions, products, and yield Reactants: O (Water), N#N (N2), CC1(OCCO1)C1=CN=C(S1)C=O (5-(2-methyl-[1,3]dioxolan-2-yl)-thiazole-2-carbaldehyde), [BH4-].[Na+] (NaBH4). The solvent is CO (MeOH). Run at time 1 hour. The product is CC1(OCCO1)C1=CN=C(S1)CO ([5-(2-Methyl-[1,3]dioxolan-2-yl)-thiazol-2-yl]-methanol). Reaction SMILES: N#N.[CH3:3][C:4]1([C:9]2[S:13][C:12]([CH:14]=[O:15])=[N:11][CH:10]=2)[O:8][CH2:7][CH2:6][O:5]1.[BH4-].[Na+].O>CO>[CH3:3][C:4]1([C:9]2[S:13][C:12]([CH2:14][OH:15])=[N:11][CH:10]=2)[O:8][CH2:7][CH2:6][O:5]1 |f:2.3|. Procedure details: In a flame dried round-bottomed flask equipped with a magnetic stir bar and under inert atmosphere (N2), 5-(2-methyl-[1,3]dioxolan-2-yl)-thiazole-2-carbaldehyde (555 mg, 2.79 mmol) was dissolved in MeOH (5 mL). NaBH4 (136 mg, 3.46 mmol) was added portionwise at 0° C. and the reaction mixture stirred at rt for 1 h. Water (10 mL) was added and the mixture extracted with EA (3×20 mL). The combined org. extracts were dried over Na2SO4, filtered, and the solvents were removed under reduced pressure t... The reactants are C1CCOC1, CCCCCO, O=[N+]([O-])c1ccc(F)c(C(F)(F)F)c1, [H-], [Na+]. Yields the product CCCCCOc1ccc([N+](=O)[O-])cc1C(F)(F)F. RXN SMILES: [CH2:23]1[O:24][CH2:25][CH2:26][CH2:27]1.[CH2:3]([CH2:4][CH2:5][CH2:6][CH3:7])[OH:8].[F:9][c:10]1[c:11]([C:19]([F:20])([F:21])[F:22])[cH:12][c:13]([N+:16](=[O:17])[O-:18])[cH:14][cH:15]1.[H-:2].[Na+:1]>>[CH2:3]([CH2:4][CH2:5][CH2:6][CH3:7])[O:8][c:10]1[c:11]([C:19]([F:20])([F:21])[F:22])[cH:12][c:13]([N+:16](=[O:17])[O-:18])[cH:14][cH:15]1. Starting materials: CNC1=CC(=CC=C1)C=1C=CC=2N(N1)C(=NN2)C (N-methyl-3-(3-methyl-1,2,4-triazolo-[4,3-b]pyridazin-6-yl)benzenamine), C=C1CC(=O)O1 (diketene). Run in C1(=CC=CC=C1)C (toluene). Yields the product CN(C(CC(C)=O)=O)C1=CC(=CC=C1)C=1C=CC=2N(N1)C(=NN2)C (N-Methyl-N-[3-(3-methyl-1,2,4-triazolo-[4,3-b]pyridazin-6-yl)phenyl]-3-oxo-butanamide). As a reaction SMILES: [CH3:1][NH:2][C:3]1[CH:8]=[CH:7][CH:6]=[C:5]([C:9]2[CH:10]=[CH:11][C:12]3[N:13]([C:15]([CH3:18])=[N:16][N:17]=3)[N:14]=2)[CH:4]=1.[CH2:19]=[C:20]1[O:24][C:22](=[O:23])[CH2:21]1>C1(C)C=CC=CC=1>[CH3:1][N:2]([C:3]1[CH:8]=[CH:7][CH:6]=[C:5]([C:9]2[CH:10]=[CH:11][C:12]3[N:13]([C:15]([CH3:18])=[N:16][N:17]=3)[N:14]=2)[CH:4]=1)[C:22](=[O:23])[CH2:21][C:20](=[O:24])[CH3:19]. Procedure details: A mixture of 2.0 g of N-methyl-3-(3-methyl-1,2,4-triazolo-[4,3-b]pyridazin-6-yl)benzenamine and 2.14 ml of diketene in 250 ml of dry toluene was heated to reflux for 2 days. The solution was concentrated in vacuo and the residue partitioned between 300 ml dichloromethane and 200 ml of water. The aqueous layer was extracted with 150 ml portions of dichloromethane. The organic layer and extracts were combined, dried and concentrated in vacuo. The residue was chromatographed on 300 g of silica gel ... Reactants: C(=O)C=1C=C(C(N2C=CC=CC12)=O)C(=O)OCC (ethyl 1-formyl-4-oxo-4H-quinolizine-3-carboxylate), [OH-].[Na+] (sodium hydroxide). Run in C1CCOC1 (THF), C(C)O (ethanol). Reaction conditions: time 4 hour. Yields the product C(=O)C=1C=C(C(N2C=CC=CC12)=O)C(=O)[O-].[Na+] (sodium 1-formyl-4-oxo-4H-quinolizine-3-carboxylate). RXN SMILES: [CH:1]([C:3]1[CH:4]=[C:5]([C:14]([O:16]CC)=[O:15])[C:6](=[O:13])[N:7]2[C:12]=1[CH:11]=[CH:10][CH:9]=[CH:8]2)=[O:2].[OH-].[Na+:20]>C1COCC1.C(O)C>[CH:1]([C:3]1[CH:4]=[C:5]([C:14]([O-:16])=[O:15])[C:6](=[O:13])[N:7]2[C:12]=1[CH:11]=[CH:10][CH:9]=[CH:8]2)=[O:2].[Na+:20] |f:1.2,5.6|. Reported procedure: To a solution of ethyl 1-formyl-4-oxo-4H-quinolizine-3-carboxylate (see Example 1, 10.1 g, 41.0 mmol) in a mixture of 137 mL of THF and 68 mL of ethanol was added aqueous sodium hydroxide (1N, 43.1 mL, 43.1 mmol). After 4 h, the reaction was concentrated in vacuo to provide sodium 1-formyl-4-oxo-4H-quinolizine-3-carboxylate that gave a mass ion (ES+) of 218.1 for [M+H]+. Reactants: CC(C)(C)CCNCc1ccc(CC(C)(C)C)cc1, Cc1ccccc1, Cc1cc(Cl)cc(C)c1NC(=O)Oc1ccccc1. Yields the product Cc1cc(Cl)cc(C)c1NC(=O)N(CCC(C)(C)C)Cc1ccc(CC(C)(C)C)cc1. As a reaction SMILES: [CH3:20][C:21]([CH2:22][CH2:23][NH:24][CH2:25][c:26]1[cH:27][cH:28][c:29]([CH2:32][C:33]([CH3:34])([CH3:35])[CH3:36])[cH:30][cH:31]1)([CH3:37])[CH3:38].[CH3:39][c:40]1[cH:41][cH:42][cH:43][cH:44][cH:45]1.[c:1]1([O:2][C:8]([NH:9][c:10]2[c:11]([CH3:18])[cH:12][c:13]([Cl:17])[cH:14][c:15]2[CH3:16])=[O:19])[cH:3][cH:4][cH:5][cH:6][cH:7]1>>[C:8]([NH:9][c:10]1[c:11]([CH3:18])[cH:12][c:13]([Cl:17])[cH:14][c:15]1[CH3:16])(=[O:19])[N:24]([CH2:23][CH2:22][C:21]([CH3:20])([CH3:37])[CH3:38])[CH2:25][c:26]1[cH:27][cH:28][c:29]([CH2:32][C:33]([CH3:34])([CH3:35])[CH3:36])[cH:30][cH:31]1. Starting materials: Cl[Si](CCC1CC=CCC1)(Cl)Cl (4-(2-trichlorosilylethyl)-1-cyclohexene), Cl[SiH](Cl)Cl (trichlorosilane). Reagents/catalysts: [H+].[H+].Cl[Pt-2](Cl)(Cl)(Cl)(Cl)Cl (chloroplatinic acid). Run in C(C)(C)O (isopropanol). Conditions: temperature 80 celsius, time 8 hour. The product is Cl[Si](CCC1(CCCCC1)[Si](Cl)(Cl)Cl)(Cl)Cl ((2-trichlorosilylethyl)trichlorosilylcyclohexane). The yield is 83.0%. RXN SMILES: [Cl:1][Si:2]([Cl:12])([Cl:11])[CH2:3][CH2:4][CH:5]1[CH2:10][CH2:9][CH:8]=[CH:7][CH2:6]1.[Cl:13][SiH:14]([Cl:16])[Cl:15]>[H+].[H+].Cl[Pt-2](Cl)(Cl)(Cl)(Cl)Cl.C(O)(C)C>[Cl:1][Si:2]([Cl:11])([Cl:12])[CH2:3][CH2:4][C:5]1([Si:14]([Cl:16])([Cl:15])[Cl:13])[CH2:10][CH2:9][CH2:8][CH2:7][CH2:6]1 |f:2.3.4|. Procedure details: A flask equipped with a stirrer, reflux condenser, dropping funnel and thermometer was charged with 121.8 g (0.50 mol) of 4-(2-trichlorosilylethyl)-1-cyclohexene and 0.1 g of a 20 wt % isopropanol solution of chloroplatinic acid, which were heated at 80° C. After the internal temperature became constant, 74.5 g (0.55 mol) of trichlorosilane was added dropwise over 10 hours. After the completion of addition, the reaction solution was stirred for 8 hours at 80° C. The reaction solution was distill... Starting materials: C[O-], CN, CO, CCO, [Na+], CCOC(=O)c1ccc(N2CCN(c3ccncc3)CC2)cc1. Product: CNC(=O)c1ccc(N2CCN(c3ccncc3)CC2)cc1. As a reaction SMILES: [CH3:1][O-:2].[CH3:27][NH2:28].[CH3:29][OH:30].[CH3:31][CH2:32][OH:33].[Na+:3].[n:4]1[cH:5][cH:6][c:7]([N:10]2[CH2:11][CH2:12][N:13]([c:16]3[cH:17][cH:18][c:19]([C:20]([O:22][CH2:21][CH3:23])=[O:24])[cH:25][cH:26]3)[CH2:14][CH2:15]2)[cH:8][cH:9]1>>[n:4]1[cH:5][cH:6][c:7]([N:10]2[CH2:11][CH2:12][N:13]([c:16]3[cH:17][cH:18][c:19]([C:20](=[O:22])[NH:28][CH3:27])[cH:25][cH:26]3)[CH2:14][CH2:15]2)[cH:8][cH:9]1. Reactants: C1CCC2=NCCCN2CC1, CCN(C(C)C)C(C)C, Cc1c(N=C=O)ccc(C#N)c1Cl, ClCCl, Cl, [N-]=C=O, COC(=O)C(N)CNC(=O)OC(C)(C)C. Product: Cc1c(N2C(=O)NC(CNC(=O)OC(C)(C)C)C2=O)ccc(C#N)c1Cl. RXN SMILES: [CH2:42]1[CH2:43][CH2:44][C:45]2=[N:50][CH2:49][CH2:48][CH2:47][N:46]2[CH2:51][CH2:52]1.[CH:17]([N:18]([CH:19]([CH3:20])[CH3:21])[CH2:22][CH3:23])([CH3:24])[CH3:25].[Cl:4][c:5]1[c:6]([C:7]#[N:8])[cH:9][cH:10][c:11]([N:14]=[C:15]=[O:16])[c:12]1[CH3:13].[Cl:53][CH2:54][Cl:55].[ClH:26].[N-:1]=[C:2]=[O:3].[NH2:27][CH:28]([C:29](=[O:30])[O:31][CH3:32])[CH2:33][NH:34][C:35](=[O:36])[O:37][C:38]([CH3:39])([CH3:40])[CH3:41]>>[Cl:4][c:5]1[c:6]([C:7]#[N:8])[cH:9][cH:10][c:11]([N:14]2[C:15](=[O:16])[NH:27][CH:28]([CH2:33][NH:34][C:35](=[O:36])[O:37][C:38]([CH3:39])([CH3:40])[CH3:41])[C:29]2=[O:30])[c:12]1[CH3:13]. Starting materials: C(C1=CC=CC=C1)(=O)Cl (benzoyl chloride), Cl.COC([C@@H](N)C(C)C)=O (L-valine methyl ester hydrochloride), [OH-].[Na+] (NaOH). Run in O (water). Conditions: temperature 25 celsius, time 2 hour. Yields the product C(C1=CC=CC=C1)(=O)N[C@@H](C(C)C)C(=O)OC (N-Benzoyl-L-valine, methyl ester). Reaction SMILES: Cl.[CH3:2][O:3][C:4](=[O:10])[C@H:5]([CH:7]([CH3:9])[CH3:8])[NH2:6].[C:11](Cl)(=[O:18])[C:12]1[CH:17]=[CH:16][CH:15]=[CH:14][CH:13]=1.[OH-].[Na+]>O>[C:11]([NH:6][C@H:5]([C:4]([O:3][CH3:2])=[O:10])[CH:7]([CH3:9])[CH3:8])(=[O:18])[C:12]1[CH:17]=[CH:16][CH:15]=[CH:14][CH:13]=1 |f:0.1,3.4|. Procedure: To 4.0 g. L-valine methyl ester hydrochloride dissolved in 25 ml water was added 3.35 g. benzoyl chloride while keeping the pH of the solution at approximately 8-9 with 1 N NaOH. The addition of the reactants took approximately 2 hours. Following addition of the reactants the reaction mixture was stirred at about 25° C. for 4 hours and then cooled to about 0° C. for 16 hours. The precipitated solid was collected and the filtrate was extracted twice with ether. The above collected solid was disso... Starting materials: BrC1=CC=C(C=C1)C1=C(C=C2C(=N1)N=C(N2COCC[Si](C)(C)C)O[C@@H]2CO[C@H]1[C@@H]2OC[C@H]1O)Cl ((3R,3aR,6R,6aR)-6-[5-(4-bromophenyl)-6-chloro-1-(2-trimethylsilylethoxy-methyl)imidazo[4,5-b]pyridin-2-yl]oxy-2,3,3a,5,6,6a-hexahydrofuro[3,2-b]furan-3-ol), C(=O)O (formic acid), OS(=O)(=O)[O-].[K+] (KHSO4), [OH-].[Na+] (NaOH), Cl (HCl). Conditions: time 16 hour. Product: BrC1=CC=C(C=C1)C1=C(C=C2C(=N1)N=C(N2)O[C@@H]2CO[C@H]1[C@@H]2OC[C@H]1O)Cl ((3R,3aR,6R,6aR)-6-[[5-(4-bromophenyl)-6-chloro-1H-imidazo[4,5-b]pyridin-2-yl]oxy]-2,3,3a,5,6,6a-hexahydrofuro[3,2-b]furan-3-ol). Reaction SMILES: [Br:1][C:2]1[CH:7]=[CH:6][C:5]([C:8]2[N:13]=[C:12]3[N:14]=[C:15]([O:25][C@H:26]4[C@H:30]5[O:31][CH2:32][C@@H:33]([OH:34])[C@H:29]5[O:28][CH2:27]4)[N:16](COCC[Si](C)(C)C)[C:11]3=[CH:10][C:9]=2[Cl:35])=[CH:4][CH:3]=1.C(O)=O.OS([O-])(=O)=O.[K+].[OH-].[Na+].Cl>>[Br:1][C:2]1[CH:7]=[CH:6][C:5]([C:8]2[N:13]=[C:12]3[N:14]=[C:15]([O:25][C@H:26]4[C@H:30]5[O:31][CH2:32][C@@H:33]([OH:34])[C@H:29]5[O:28][CH2:27]4)[NH:16][C:11]3=[CH:10][C:9]=2[Cl:35])=[CH:4][CH:3]=1 |f:2.3,4.5|. Procedure: A flask was charged with (3R,3aR,6R,6aR)-6-[5-(4-bromophenyl)-6-chloro-1-(2-trimethylsilylethoxy-methyl)imidazo[4,5-b]pyridin-2-yl]oxy-2,3,3a,5,6,6a-hexahydrofuro[3,2-b]furan-3-ol (270.1 mg, 0.463 mmol), formic acid (1.5 ml, 39.1 mmol), and saturated aqueous KHSO4 (0.15 ml). The reaction mixture was stirred at room temperature for 16 h, then at 40° C. for 23 h. The reaction mixture was cooled in an ice bath. The pH of the reaction mixture was adjusted to 14 through the addition of 5 N aqueous Na...